Dataset: the Open Reaction Database (ORD), a public repository of structured organic reaction records. Task: describe an organic reaction: reactants, conditions, products, and yield Reactants: NNC(=S)N (thiosemicarbazide), ClC=1C=C(C=CC1Cl)CC(=O)Br (3,4-dichlorophenylacetyl bromide). Run in O1CCOCC1 (dioxane). Yields the product ClC=1C=C(C=CC1Cl)C=1N=C(SC1)NN (4-(3,4-Dichloro-phenyl)-thiazol-2-yl-hydrazine). RXN SMILES: [NH2:1][NH:2][C:3]([NH2:5])=[S:4].[Cl:6][C:7]1[CH:8]=[C:9]([CH2:14][C:15](Br)=O)[CH:10]=[CH:11][C:12]=1[Cl:13]>O1CCOCC1>[Cl:6][C:7]1[CH:8]=[C:9]([C:14]2[N:5]=[C:3]([NH:2][NH2:1])[S:4][CH:15]=2)[CH:10]=[CH:11][C:12]=1[Cl:13]. Procedure details: A solution of a thiosemicarbazide (10 mmol, 0.91 g) and 3,4-dichlorophenylacetyl bromide (10 mmol, 2.68 g) in dioxane (20 mL) was stirred at room temperature for 16 h. The precipitate of hydrobromide salt was filtered and washed with dioxane (3×10 mL) basified with 2N Na2CO3 (20 mL). The product was filtered, washed with water and dried (2.08 g, 80%). The product was generally satisfactory for further reaction. 1H NMR (400 MHz) δ 8.67 (s, 1H, NH), 8.00 (d, J=1.6 Hz, 1H), 7.76 (dd, J=1.6 Hz, J=8....